Task: describe an organic reaction: reactants, conditions, products, and yield. Dataset: the Open Reaction Database (ORD), a public repository of structured organic reaction records The reactants are [N+](=O)([O-])CC(CC(=O)OCC1=CC=CC=C1)[Si](C)(C)C (benzyl 4-nitro-3-(trimethylsilyl)butanoate), C(=O)[O-].[NH4+] (ammonium formate). The reagents and catalysts are [Pd] (palladium/carbon). The solvent is CO (methanol). Run at time 40 hour. Product: NCC(CC(=O)O)[Si](C)(C)C (4-amino-3-(trimethylsilyl)butanoic acid). The yield is 85.8%. Reaction SMILES: [N+:1]([CH2:4][CH:5]([Si:17]([CH3:20])([CH3:19])[CH3:18])[CH2:6][C:7]([O:9]CC1C=CC=CC=1)=[O:8])([O-])=O.C([O-])=O.[NH4+]>CO.[Pd]>[NH2:1][CH2:4][CH:5]([Si:17]([CH3:18])([CH3:20])[CH3:19])[CH2:6][C:7]([OH:9])=[O:8] |f:1.2|. Procedure: A suspension of benzyl 4-nitro-3-(trimethylsilyl)butanoate (797 mg, 2.70 mmol) and palladium/carbon (10%, 165 mg) in methanol (30 ml) was added with ammonium formate (1.70 g, 27.0 mmol), and the mixture was stirred under an argon atmosphere for 40 hours. The reaction mixture was filtered through Celite, and the Celite layer was washed with methanol. The reaction mixture was concentrated under reduced pressure, and the residue was purified by recrystallization and silica gel chromatography [metha... Reactants: ON1C(=NC(=C1C=1C=NC=CC1)C)C1=C(C=C(C=C1)C)OC (1-hydroxy-2-(2-methoxy-4-methylphenyl)-4-methyl-5-(3-pyridyl)imidazole), P(Cl)(Cl)Cl (phosphorus trichloride), C([O-])(O)=O.[Na+] (sodium bicarbonate), O (water). The solvent is CN(C=O)C (N,N-dimethylformamide). Reaction conditions: time 2 hour. Yields the product COC1=C(C=CC(=C1)C)C=1NC(=C(N1)C)C=1C=NC=CC1 (2-(2-methoxy-4-methylphenyl)-4-methyl-5-(3-pyridyl)imidazole). Isolated yield 61.9%. Reaction SMILES: O[N:2]1[C:6]([C:7]2[CH:8]=[N:9][CH:10]=[CH:11][CH:12]=2)=[C:5]([CH3:13])[N:4]=[C:3]1[C:14]1[CH:19]=[CH:18][C:17]([CH3:20])=[CH:16][C:15]=1[O:21][CH3:22].P(Cl)(Cl)Cl.O.C(=O)(O)[O-].[Na+]>CN(C)C=O>[CH3:22][O:21][C:15]1[CH:16]=[C:17]([CH3:20])[CH:18]=[CH:19][C:14]=1[C:3]1[NH:2][C:6]([C:7]2[CH:8]=[N:9][CH:10]=[CH:11][CH:12]=2)=[C:5]([CH3:13])[N:4]=1 |f:3.4|. Reported procedure: To a solution of 1-hydroxy-2-(2-methoxy-4-methylphenyl)-4-methyl-5-(3-pyridyl)imidazole (1.40 g) in N,N-dimethylformamide (28 ml), was added phosphorus trichloride (0.83 ml), and the mixture was stirred for 2 hours at ambient temperature. Then, the solution was poured into water (150 ml), and stirred for an hour at ambient temperature. After neutrallized with aqueous sodium bicarbonate, resulting precipitates were collected by filtration. The precipitates were dried, dissolved in chloroform, and... The reactants are FC1=C(N)C(=CC=C1)F (2,6-difluoroaniline), [I-].[K+] (potassium iodide), IrCl2, 2, CC(CO)C (2-methyl-1-propanol), ClCCl (dichloromethane). Run in O (water). Conditions: temperature 190 celsius. Yields the product FC1=C(NCC(C)C)C(=CC=C1)F (2,6-difluoro-N-(2-methylpropyl)aniline). Isolated yield 14.4%. As a reaction SMILES: [F:1][C:2]1[CH:8]=[CH:7][CH:6]=[C:5]([F:9])[C:3]=1[NH2:4].[I-].[K+].[CH3:12][CH:13]([CH3:16])[CH2:14]O.ClCCl>O>[F:1][C:2]1[CH:8]=[CH:7][CH:6]=[C:5]([F:9])[C:3]=1[NH:4][CH2:12][CH:13]([CH3:16])[CH3:14] |f:1.2|. Procedure: 2,6-difluoroaniline (387 mg, 3 mmol), potassium iodide (996 mg, 6.00 mmol) and [Cp*IrCl2]2 (33.1 mg, 0.030 mmol) were dissolved in 2-methyl-1-propanol (3 mL, 32.4 mmol). The resulting mixture was heated by microwaves to 190° C. for 8 hours. To the reaction mixture was added dichloromethane (10 mL) and water (10 mL) and the organic phase separated (hydrophobic frit). Diethyl ether was added and the solution filtered through a silica cartridge (10 g) eluting with further diethyl ether. The filtrat... Starting materials: CN(C=O)C (dimethylformamide), O (water), C(C)OC(C1=C(C=CC=C1)Br)OCC (2-bromobenzaldehyde diethyl acetal), solution, C(CCC)[Li] (butyllithium). Solvent: C(C)OCC (diethyl ether), hexanes. Conditions: time 30 minute. The product is C(C)OC(C1=C(C=CC=C1)C=O)OCC (2-formylbenzaldehyde diethylacetal). As a reaction SMILES: [CH2:1]([O:3][CH:4]([O:12][CH2:13][CH3:14])[C:5]1[CH:10]=[CH:9][CH:8]=[CH:7][C:6]=1Br)[CH3:2].C([Li])CCC.CN(C)[CH:22]=[O:23].O>C(OCC)C>[CH2:1]([O:3][CH:4]([O:12][CH2:13][CH3:14])[C:5]1[CH:10]=[CH:9][CH:8]=[CH:7][C:6]=1[CH:22]=[O:23])[CH3:2]. Reported procedure: To a solution of 10.4 g of 2-bromobenzaldehyde diethyl acetal in 200 ml of dry diethyl ether at −65° C. was added 27.5 ml of a 1.6 M solution of butyllithium in hexanes. The solution was stirred at this temperature for 30 min. then slowly warmed to −40° C. when 3.4 ml of dimethylformamide was added dropwise. The reaction was warmed to room temperature then 100 ml of water was added and the organic layer was separated. The aqueous layer was extracted with two 100 ml portions of ether and the comb...